From a dataset of the Open Reaction Database (ORD), a public repository of structured organic reaction records. describe an organic reaction: reactants, conditions, products, and yield Reactants: CCOC(=O)Cc1cc2c(OCC(O)CNC3CCc4ccccc4C3)cccc2[nH]1, CCO, Cl. Yields the product NC1CCc2ccccc2C1. RXN SMILES: [CH2:2]1[CH:3]([NH:12][CH2:13][CH:14]([OH:15])[CH2:16][O:17][c:18]2[cH:19][cH:20][cH:21][c:22]3[c:23]2[cH:24][c:25]([CH2:26][C:27]([O:28][CH2:29][CH3:30])=[O:31])[nH:32]3)[CH2:4][CH2:5][c:6]2[cH:7][cH:8][cH:9][cH:10][c:11]21.[CH3:33][CH2:34][OH:35].[ClH:1]>>[CH2:2]1[CH:3]([NH2:12])[CH2:4][CH2:5][c:6]2[cH:7][cH:8][cH:9][cH:10][c:11]21. Reactants: [H-].[Na+] (Sodium hydride), BrC1=CC(=C(C=O)C=C1)F (4-bromo-2-fluorobenzaldehyde), O (water), SCC(=O)OCC (ethyl mercaptoacetate). Solvent: CS(=O)C (DMSO), CS(=O)C (DMSO). Reaction conditions: time 15 minute. The product is BrC1=CC2=C(C=C(S2)C(=O)OCC)C=C1 (Ethyl 6-bromo-1-benzothiophene-2-carboxylate). Isolated yield 44.0%. Reaction SMILES: [H-].[Na+].[SH:3][CH2:4][C:5]([O:7][CH2:8][CH3:9])=[O:6].[Br:10][C:11]1[CH:18]=[CH:17][C:14]([CH:15]=O)=[C:13](F)[CH:12]=1.O>CS(C)=O>[Br:10][C:11]1[CH:18]=[CH:17][C:14]2[CH:15]=[C:4]([C:5]([O:7][CH2:8][CH3:9])=[O:6])[S:3][C:13]=2[CH:12]=1 |f:0.1|. Reported procedure: Sodium hydride (60% dispersion in mineral oil, 0.73 g, 18.3 mmol) was suspended in DMSO (10 mL) and ethyl mercaptoacetate (1.111 mL, 10.1 mmol) was added potionwise using a water bath to moderate the exotherm. On complete addition, the water bath was removed and stirring continued for 15 minutes. A solution of 4-bromo-2-fluorobenzaldehyde (1.86 g, 9.16 mmol) in DMSO (2 mL) was added in one portion. The dark solution was stirred for 15 minutes before pouring into cold water (300 mL). The products... The reactants are Cl.C(C)(C)(C)OC([C@@H](NC(=O)OC(C)(C)C)CN)=O (3-amino-N-(tert-butoxycarbonyl)-L-alanine tert-butylester hydrochloride), N1=CC=CC=C1 (pyridine), NC=1C(=C(C=C(C1)Cl)S(=O)(=O)O)O (3-amino-5-chloro-2-hydroxybenzenesulfonic acid), ClC(Cl)(OC(OC(Cl)(Cl)Cl)=O)Cl (triphosgene). Run in C(Cl)Cl (methylene chloride). Run at time 8 hour. Product: N[C@H](C(=O)O)CNC(NC1=C(C(=CC(=C1)Cl)S(=O)(=O)O)O)=O ((2S)-2-amino-3-{[(5-chloro-2-hydroxy-3-sulfophenyl)carbamoyl]amino}propanoic acid). As a reaction SMILES: Cl.C([O:6][C:7](=[O:19])[C@H:8]([CH2:17][NH2:18])[NH:9]C(OC(C)(C)C)=O)(C)(C)C.[NH2:20][C:21]1[C:22]([OH:32])=[C:23]([S:28]([OH:31])(=[O:30])=[O:29])[CH:24]=[C:25]([Cl:27])[CH:26]=1.Cl[C:34](Cl)([O:36]C(=O)OC(Cl)(Cl)Cl)Cl.N1C=CC=CC=1>C(Cl)Cl>[NH2:9][C@@H:8]([CH2:17][NH:18][C:34](=[O:36])[NH:20][C:21]1[CH:26]=[C:25]([Cl:27])[CH:24]=[C:23]([S:28]([OH:31])(=[O:30])=[O:29])[C:22]=1[OH:32])[C:7]([OH:6])=[O:19] |f:0.1|. Reported procedure: 297 mg (1 mmol) of 3-amino-N-(tert-butoxycarbonyl)-L-alanine tert-butylester hydrochloride, 223 mg (1 mmol) of 3-amino-5-chloro-2-hydroxybenzenesulfonic acid and 100 mg (0.33 mmol) of triphosgene were suspended in methylene chloride (3 ml), added with 0.8 ml of pyridine, and stirred at room temperature overnight. The solvent was distilled away, and the resultant residue was purified by employing purification step A to obtain the title compound in protected form. To the resulting protected form, ... Starting materials: C1CCNCC1, O=Cc1cccc(Cl)c1Cl, Cl, O=C(O)CC(=O)O, c1ccncc1. Yields the product O=C(O)C=Cc1cccc(Cl)c1Cl. As a reaction SMILES: [CH2:18]1[CH2:19][CH2:20][NH:21][CH2:22][CH2:23]1.[Cl:8][c:9]1[c:10]([CH:11]=[O:12])[cH:13][cH:14][cH:15][c:16]1[Cl:17].[ClH:24].[OH:1][C:2](=[O:3])[CH2:4][C:5](=[O:6])[OH:7].[cH:25]1[cH:26][cH:27][n:28][cH:29][cH:30]1>>[OH:1][C:2](=[O:3])[CH:4]=[CH:5][c:10]1[c:9]([Cl:8])[c:16]([Cl:17])[cH:15][cH:14][cH:13]1.